From a dataset of the Open Reaction Database (ORD), a public repository of structured organic reaction records. describe an organic reaction: reactants, conditions, products, and yield Procedure: The process was carried out essentially like that of Example 5, using 0.8 g of sodium, 20 ml of methanol, 100 ml of dimethylsulfoxide, 8 g of 1-(3,4-dichlorophenyl)-3-hydroxy-1,2,4-1H-triazole and 6.3 g of ethyl 2-bromopropionate. The product was 7.7 g of the desired product, m.p. 69°-71°. The yield is 67.1%. RXN SMILES: [Na].CO.[Cl:4][C:5]1[CH:6]=[C:7]([N:12]2[CH:16]=[N:15][C:14]([OH:17])=[N:13]2)[CH:8]=[CH:9][C:10]=1[Cl:11].Br[CH:19]([CH3:25])[C:20]([O:22][CH2:23][CH3:24])=[O:21]>CS(C)=O>[Cl:4][C:5]1[CH:6]=[C:7]([N:12]2[CH:16]=[N:15][C:14]([O:17][CH:19]([C:20]([O:22][CH2:23][CH3:24])=[O:21])[CH3:25])=[N:13]2)[CH:8]=[CH:9][C:10]=1[Cl:11] |^1:0|. The product is ClC=1C=C(C=CC1Cl)N1N=C(N=C1)OC(C)C(=O)OCC (1-(3,4-dichlorophenyl)-3-(1-ethoxycarbonylethoxy)-1,2,4-1H-triazole). The solvent is CS(=O)C (dimethylsulfoxide). Starting materials: [Na] (sodium), BrC(C(=O)OCC)C (ethyl 2-bromopropionate), CO (methanol), ClC=1C=C(C=CC1Cl)N1N=C(N=C1)O (1-(3,4-dichlorophenyl)-3-hydroxy-1,2,4-1H-triazole). Reactants: CCO, CCCCC1OC(=O)c2cc(N)ccc21, O=C1CCC(=O)O1. The product is CCCCC1OC(=O)c2cc(NC(=O)CCC(=O)O)ccc21. As a reaction SMILES: [CH3:23][CH2:24][OH:25].[NH2:1][c:2]1[cH:3][cH:4][c:5]2[c:10]([cH:11]1)[C:8](=[O:9])[O:7][CH:6]2[CH2:12][CH2:13][CH2:14][CH3:15].[O:16]=[C:17]1[CH2:18][CH2:19][C:20](=[O:21])[O:22]1>>[NH:1]([c:2]1[cH:3][cH:4][c:5]2[c:10]([cH:11]1)[C:8](=[O:9])[O:7][CH:6]2[CH2:12][CH2:13][CH2:14][CH3:15])[C:20]([CH2:19][CH2:18][C:17](=[O:16])[OH:22])=[O:21].